Dataset: the Open Reaction Database (ORD), a public repository of structured organic reaction records. Task: describe an organic reaction: reactants, conditions, products, and yield Reactants: C1CCOC1, COC(=O)c1c(C)ccc(O)c1C, ClCCN1CCOCC1, Cl, [H-], [Na+], O. Product: COC(=O)c1c(C)ccc(OCCN2CCOCC2)c1C. Reaction SMILES: [CH2:27]1[O:28][CH2:29][CH2:30][CH2:31]1.[CH3:3][c:4]1[c:5]([C:6](=[O:7])[O:8][CH3:9])[c:10]([CH3:15])[cH:11][cH:12][c:13]1[OH:14].[Cl:17][CH2:18][CH2:19][N:20]1[CH2:21][CH2:22][O:23][CH2:24][CH2:25]1.[ClH:16].[H-:2].[Na+:1].[OH2:26]>>[CH3:3][c:4]1[c:5]([C:6](=[O:7])[O:8][CH3:9])[c:10]([CH3:15])[cH:11][cH:12][c:13]1[O:14][CH2:18][CH2:19][N:20]1[CH2:21][CH2:22][O:23][CH2:24][CH2:25]1.